Dataset: the Open Reaction Database (ORD), a public repository of structured organic reaction records. Task: describe an organic reaction: reactants, conditions, products, and yield The reactants are CCOC(=O)Cc1ccc(N)cc1, COc1ccc(Cl)cc1S(=O)(=O)N1CCc2ccc(C(=O)O)cc21. The product is CCOC(=O)Cc1ccc(NC(=O)c2ccc3c(c2)N(S(=O)(=O)c2cc(Cl)ccc2OC)CC3)cc1. As a reaction SMILES: [CH2:25]([CH3:26])[O:27][C:28]([CH2:29][c:30]1[cH:31][cH:32][c:33]([NH2:36])[cH:34][cH:35]1)=[O:37].[Cl:1][c:2]1[cH:3][cH:4][c:5]([O:23][CH3:24])[c:6]([S:8](=[O:9])(=[O:10])[N:11]2[CH2:12][CH2:13][c:14]3[cH:15][cH:16][c:17]([C:20](=[O:21])[OH:22])[cH:18][c:19]32)[cH:7]1>>[Cl:1][c:2]1[cH:3][cH:4][c:5]([O:23][CH3:24])[c:6]([S:8](=[O:9])(=[O:10])[N:11]2[CH2:12][CH2:13][c:14]3[cH:15][cH:16][c:17]([C:20](=[O:21])[NH:36][c:33]4[cH:32][cH:31][c:30]([CH2:29][C:28]([O:27][CH2:25][CH3:26])=[O:37])[cH:35][cH:34]4)[cH:18][c:19]32)[cH:7]1. Reactants: COC(=O)c1ccc2c(C3CCCCC3)c(-c3ccccc3C=O)n(CC(C(=O)OC)N(C(=O)OC(C)(C)C)C(=O)OC(C)(C)C)c2c1, ClCCl, O=C(O)C(F)(F)F. The product is COC(=O)c1ccc2c(C3CCCCC3)c(-c3ccccc3C=O)n(CC(N)C(=O)OC)c2c1. RXN SMILES: [C:1]([O:2][C:3]([N:8]([C:4]([O:5][C:6]([CH3:7])([CH3:42])[CH3:43])=[O:44])[CH:9]([CH2:10][n:11]1[c:12](-[c:30]2[c:31]([CH:36]=[O:37])[cH:32][cH:33][cH:34][cH:35]2)[c:13]([CH:24]2[CH2:25][CH2:26][CH2:27][CH2:28][CH2:29]2)[c:14]2[cH:15][cH:16][c:17]([C:20](=[O:21])[O:22][CH3:23])[cH:18][c:19]12)[C:38](=[O:39])[O:40][CH3:41])=[O:45])([CH3:46])([CH3:47])[CH3:48].[Cl:56][CH2:57][Cl:58].[F:49][C:50]([F:51])([F:52])[C:53]([OH:54])=[O:55]>>[NH2:8][CH:9]([CH2:10][n:11]1[c:12](-[c:30]2[c:31]([CH:36]=[O:37])[cH:32][cH:33][cH:34][cH:35]2)[c:13]([CH:24]2[CH2:25][CH2:26][CH2:27][CH2:28][CH2:29]2)[c:14]2[cH:15][cH:16][c:17]([C:20](=[O:21])[O:22][CH3:23])[cH:18][c:19]12)[C:38](=[O:39])[O:40][CH3:41]. Starting materials: O=S(=O)(Cl)c1cc(Br)cc(C(F)(F)F)c1, NC1CC1, ClCCl. Product: O=S(=O)(NC1CC1)c1cc(Br)cc(C(F)(F)F)c1. RXN SMILES: [Br:1][c:2]1[cH:3][c:4]([S:12](=[O:13])(=[O:14])[Cl:15])[cH:5][c:6]([C:8]([F:9])([F:10])[F:11])[cH:7]1.[CH:16]1([NH2:19])[CH2:17][CH2:18]1.[Cl:20][CH2:21][Cl:22]>>[Br:1][c:2]1[cH:3][c:4]([S:12](=[O:13])(=[O:14])[NH:19][CH:16]2[CH2:17][CH2:18]2)[cH:5][c:6]([C:8]([F:9])([F:10])[F:11])[cH:7]1. Reactants: BrC1=CC2=C(C(C(S2(=O)=O)(C)C)=O)C=C1 (6-bromo-2,2-dimethyl-1-benzothiophen-3(2H)-one 1,1-dioxide), BrC1=CC2=C(C(C(S2(=O)=O)(C)C)=O)C=C1 (6-bromo-2,2-dimethyl-1-benzothiophen-3(2H)-one 1,1-dioxide), [BH4-].[Na+] (NaBH4). The solvent is CO (MeOH), C(Cl)Cl (DCM). Reaction conditions: time 1.5 hour. Product: BrC1=CC2=C(C(C(S2(=O)=O)(C)C)O)C=C1 (6-bromo-2,2-dimethyl-2,3-dihydro-1-benzothiophene-3-ol 1,1-dioxide). Isolated yield 97.2%. As a reaction SMILES: [Br:1][C:2]1[CH:15]=[CH:14][C:5]2[C:6](=[O:13])[C:7]([CH3:12])([CH3:11])[S:8](=[O:10])(=[O:9])[C:4]=2[CH:3]=1.[BH4-].[Na+]>CO.C(Cl)Cl>[Br:1][C:2]1[CH:15]=[CH:14][C:5]2[CH:6]([OH:13])[C:7]([CH3:11])([CH3:12])[S:8](=[O:9])(=[O:10])[C:4]=2[CH:3]=1 |f:1.2|. Reported procedure: A cooled (0° C.) solution of 6-bromo-2,2-dimethyl-1-benzothiophen-3(2H)-one 1,1-dioxide (Intermediate 241; 652 mg; 2.25 mmol) in MeOH (15 ml) and DCM (7 ml) was treated with NaBH4 (43 mg; 1.13 mmol) portionwise. The resulting solution was stirred at RT for 1.5 h, before being cooled to 0° C. and carefully quenched with water. The mixture was concentrated under reduced pressure, water was added to the residue and the aqueous phase was extracted three times with DCM. The combined organic phases we... The reactants are O=O (oxygen), C(C)(=O)O (acetic acid), C(C=CC=C)(=O)OC (methyl 2,4-pentadienoate). Reagents/catalysts: Pd Cu. Product: C(C=CC=C)(=O)OC (methyl 2,4-pentadienoate), C(C)(=O)OC(CC(=O)OC)C=CCOC(C)=O (methyl 2,5-diacetoxypent-3-enecarboxylate), C(C)(=O)OC=CC=CC(=O)OC (methyl 5-acetoxy-2,4-pentadienoate). Reaction SMILES: [C:1]([O:7][CH3:8])(=[O:6])[CH:2]=[CH:3][CH:4]=[CH2:5].O=O.[C:11]([OH:14])(=[O:13])[CH3:12]>>[C:1]([O:7][CH3:8])(=[O:6])[CH:2]=[CH:3][CH:4]=[CH2:5].[C:11]([O:14][CH:3]([CH:4]=[CH:5][CH2:8][O:7][C:1](=[O:6])[CH3:2])[CH2:2][C:1]([O:7][CH3:8])=[O:6])(=[O:13])[CH3:12].[C:11]([O:14][CH:5]=[CH:4][CH:3]=[CH:2][C:1]([O:7][CH3:8])=[O:6])(=[O:13])[CH3:12]. Procedure details: 56 g of methyl 2,4-pentadienoate are suspended in 543 g of glacial acetic acid in the presence of 50 g of a Pd/Cu catalyst (5% of Pd and 9.2% of Cu) prepared as described in German Laid-Open Application DOS No. 2,820,519, and reacted with 12 liters of oxygen at 95° C. in the course of 4 hours, all as described in Example 1. The mixture is worked up as described in Example 1 and then fractionally distilled, giving, in addition to unreacted methyl 2,4-pentadienoate, 13 g of methyl 2,5-diacetoxypen... The reactants are COC1=C(C=CS(=O)(=O)NC2=CC(=C(C=C2)OC)[N+](=O)[O-])C(=CC(=C1)OC)OC (2,4,6-trimethoxystyryl-N-(4-methoxy-3-nitrophenyl)sulfonamide), O.NN (Hydrazine hydrate). Reagents/catalysts: [Pd] (Palladium). Solvent: C(C)O (ethanol). Yields the product COC1=C(C=CS(=O)(=O)NC2=CC(=C(C=C2)OC)N)C(=CC(=C1)OC)OC (2,4,6-Trimethoxy styryl-N-(3-Amino-4-methoxyphenyl) Sulfonamide). Yield: 48.0%. Reaction SMILES: [CH3:1][O:2][C:3]1[CH:25]=[C:24]([O:26][CH3:27])[CH:23]=[C:22]([O:28][CH3:29])[C:4]=1[CH:5]=[CH:6][S:7]([NH:10][C:11]1[CH:16]=[CH:15][C:14]([O:17][CH3:18])=[C:13]([N+:19]([O-])=O)[CH:12]=1)(=[O:9])=[O:8].O.NN>C(O)C.[Pd]>[CH3:1][O:2][C:3]1[CH:25]=[C:24]([O:26][CH3:27])[CH:23]=[C:22]([O:28][CH3:29])[C:4]=1[CH:5]=[CH:6][S:7]([NH:10][C:11]1[CH:16]=[CH:15][C:14]([O:17][CH3:18])=[C:13]([NH2:19])[CH:12]=1)(=[O:9])=[O:8] |f:1.2|. Procedure details: 2,4,6-trimethoxystyryl-N-(4-methoxy-3-nitrophenyl)sulfonamide (7 mmol) was dissolved in ethanol (55 mL) in a round bottomed flask. Palladium catalyst (5% Pd/C, 275 mg) was added. Hydrazine hydrate (182 mmol) was then added in one porion. The resulting misture was refluxed for 5 h and the reaction prgress was monitored by TLC. When the reaction was complete, the palladium catalyst was removed by filtration and the filtrate was poured into a beaker containing ice cold water. The solution was stirr... Starting materials: C(C)(C)(C)OC(=O)N1C2C=C(CC1CC2)OS(=O)(=O)C(F)(F)F (3-Trifluoromethanesulfonyloxy-8-azabicyclo[3.2.1]oct-2-ene-8-carboxylic acid tert-butyl ester), ClCCl (dichloromethane), crude product, O (water), C(C)(C)N(CC)C(C)C (diisopropyl-ethylamine), O1CCOCC1 (dioxane), O (water). Procedure: 3-Trifluoromethanesulfonyloxy-8-azabicyclo[3.2.1]oct-2-ene-8-carboxylic acid tert-butyl ester (2.0 g, 5.6 mmol), hexacarbonylmolybdenum (0.74 g, 2.8 mmol), palladium diacetate (0.13 g, 0.56 mmol), 1,1′-bis(diphenylphosphino)ferrocene (0.31 g, 0.56 mmol), 4-dimethylaminopyridine (1.37 g, 11.2 mmol) and diisopropyl-ethylamine (2.24 ml, 12.9 mmol) are placed in 2.0 ml of water and 12 ml of dioxane in a microwave reaction vessel. The medium is microwave-heated at 150° C. for 10 min. The crude produc... The reagents and catalysts are C(C)(=O)[O-].C(C)(=O)[O-].[Pd+2] (palladium diacetate), CN(C1=CC=NC=C1)C (4-dimethylaminopyridine), C1(=CC=CC=C1)P([C-]1C=CC=C1)C1=CC=CC=C1.[C-]1(C=CC=C1)P(C1=CC=CC=C1)C1=CC=CC=C1.[Fe+2] (1,1′-bis(diphenylphosphino)ferrocene), C(=O)=[Mo](=C=O)(=C=O)(=C=O)(=C=O)=C=O (hexacarbonylmolybdenum). Reaction SMILES: [C:1]([O:5][C:6]([N:8]1[CH:13]2[CH2:14][CH2:15][CH:9]1[CH:10]=[C:11](OS(C(F)(F)F)(=O)=O)[CH2:12]2)=[O:7])([CH3:4])([CH3:3])[CH3:2].C(N(C(C)C)CC)(C)C.[O:33]1[CH2:38]COCC1.ClCCl.[OH2:42]>CN(C)C1C=CN=CC=1.C(=[Mo](=C=O)(=C=O)(=C=O)(=C=O)=C=O)=O.C([O-])(=O)C.C([O-])(=O)C.[Pd+2].C1(P(C2C=CC=CC=2)[C-]2C=CC=C2)C=CC=CC=1.[C-]1(P(C2C=CC=CC=2)C2C=CC=CC=2)C=CC=C1.[Fe+2]>[C:1]([O:5][C:6]([N:8]1[CH:13]2[CH2:14][CH2:15][CH:9]1[CH:10]=[C:11]([C:38]([OH:33])=[O:42])[CH2:12]2)=[O:7])([CH3:4])([CH3:3])[CH3:2] |f:7.8.9,10.11.12|. Conditions: temperature 150 celsius. Yields the product C(C)(C)(C)OC(=O)N1C2C=C(CC1CC2)C(=O)O (8-Azabicyclo[3.2.1]oct-2-ene-3,8-dicarboxylic acid 8-tert-butyl ester). As a reaction SMILES: [CH2:34]1[O:35][CH2:36][CH2:37][CH2:38]1.[CH3:1][O:2][C:3](=[O:4])[CH:5]1[N:6]([C:11]([CH:12]([CH2:13][CH2:14][CH2:15][CH2:16][CH2:17][CH:18]=[CH2:19])[NH:20][C:21](=[O:22])[O:23][C:24]([CH3:25])([CH3:26])[CH3:27])=[O:28])[CH2:7][CH:8]([OH:10])[CH2:9]1.[CH3:29][OH:30].[Li+:32].[OH-:33].[OH2:31]>>[O:2]=[C:3]([OH:4])[CH:5]1[N:6]([C:11]([CH:12]([CH2:13][CH2:14][CH2:15][CH2:16][CH2:17][CH:18]=[CH2:19])[NH:20][C:21](=[O:22])[O:23][C:24]([CH3:25])([CH3:26])[CH3:27])=[O:28])[CH2:7][CH:8]([OH:10])[CH2:9]1. The reactants are C1CCOC1, C=CCCCCCC(NC(=O)OC(C)(C)C)C(=O)N1CC(O)CC1C(=O)OC, CO, [Li+], [OH-], O. Yields the product C=CCCCCCC(NC(=O)OC(C)(C)C)C(=O)N1CC(O)CC1C(=O)O. Starting materials: S1N=CC=C1 (isothiazole), CNC(SC)=N[N+](=O)[O-] (N,S-dimethyl-N'-nitroisothiourea), CSC(N[N+](=O)[O-])=N (S-methyl-N-nitroisothiourea), S1N=C(C=C1)CSCCNC(=N)N[N+](=O)[O-] (N-[2-(3-isothiazolylmethylthio)ethyl]-N'-nitroguanidine). Yields the product S1N=C(C=C1)CSCCNC(=N[N+](=O)[O-])NC (N-[2-(3-isothiazolylmethylthio)ethyl]-N'-methyl-N"-nitroguanidine). As a reaction SMILES: S1C=C[CH:3]=N1.CSC(=N)N[N+]([O-])=O.[S:14]1[CH:18]=[CH:17][C:16]([CH2:19][S:20][CH2:21][CH2:22][NH:23][C:24]([NH:26][N+:27]([O-:29])=[O:28])=[NH:25])=[N:15]1.CNC(=N[N+]([O-])=O)SC>>[S:14]1[CH:18]=[CH:17][C:16]([CH2:19][S:20][CH2:21][CH2:22][NH:23][C:24]([NH:25][CH3:3])=[N:26][N+:27]([O-:29])=[O:28])=[N:15]1. Procedure: Reacting 3-[2-aminoethyl)thiomethyl]isothiazole with S-methyl-N-nitroisothiourea by the procedure of Example 2(ii) gives N-[2-(3-isothiazolylmethylthio)ethyl]-N'-nitroguanidine and reaction of the same starting material with N,S-dimethyl-N'-nitroisothiourea by the procedure of Example 2(iii) gives N-[2-(3-isothiazolylmethylthio)ethyl]-N'-methyl-N"-nitroguanidine.